This data is from the Open Reaction Database (ORD), a public repository of structured organic reaction records. The task is: describe an organic reaction: reactants, conditions, products, and yield The reactants are C(C)OC(=O)[C@@H]1[C@H](C1)[C@@](C(CO)(F)F)(C)N ((1S,2S)-rel-2-((R)-1-amino-2,2-difluoro-3-hydroxy-1-methyl-propyl)-cyclopropane-carboxylic acid ethyl ester), N#CBr (cyanogen bromide), C(C)#N (acetonitrile), N#CBr (cyanogen bromide), C(C)#N (acetonitrile), N#CBr (cyanogen bromide), C(C)#N (acetonitrile). Solvent: C(C)O (ethanol). Reaction conditions: temperature 75 celsius, time 6 hour. Yields the product C(C)OC(=O)[C@@H]1[C@H](C1)[C@]1(N=C(OCC1(F)F)N)C ((1S,2S)-rel-2-((R)-2-amino-5,5-difluoro-4-methyl-5,6-dihydro-4H-[1,3]oxazin-4-yl)-cyclopropanecarboxylic acid ethyl ester). The yield is 67.0%. Reaction SMILES: [CH2:1]([O:3][C:4]([C@H:6]1[CH2:8][C@@H:7]1[C@:9]([NH2:16])([CH3:15])[C:10]([F:14])([F:13])[CH2:11][OH:12])=[O:5])[CH3:2].[N:17]#[C:18]Br.C(#N)C>C(O)C>[CH2:1]([O:3][C:4]([C@H:6]1[CH2:8][C@@H:7]1[C@:9]1([CH3:15])[C:10]([F:14])([F:13])[CH2:11][O:12][C:18]([NH2:17])=[N:16]1)=[O:5])[CH3:2]. Procedure details: A mixture of (1S,2S)-rel-2-((R)-1-amino-2,2-difluoro-3-hydroxy-1-methyl-propyl)-cyclopropane-carboxylic acid ethyl ester (542 mg, 2.28 mmol) and cyanogen bromide in acetonitrile (5M; 685 μl, 3.43 mmol) in ethanol (14 ml) was heated at 75° C. for 7 hours. In order to complete the reaction another volume of cyanogen bromide in acetonitrile (5M; 228 μl, 1.14 mmol, Eq: 0.50) was added and heating continued at 75° C. for 6 hours, and again cyanogen bromide in acetonitrile (228 μl, 1.14 mmol, Eq: 0.50... Reactants: BrC=1C=C(C=CC1)NC1=NC=NC2=CC=C(C=C12)NC(C=CCBr)=O (4-[(3-bromophenyl)amino]-6-[(4-bromo-1-oxo-2-buten-1-yl)amino]-quinazoline), C(O)([O-])=O.[Na+] (sodium hydrogen carbonate), CCN(C(C)C)C(C)C (Hünig base), Cl.C(C)OC(CNC)=O (sarcosine ethylester hydrochloride). Run in CN(C=O)C (dimethylformamide), C(C)(=O)OCC (ethyl acetate), O1CCCC1 (tetrahydrofuran). Run at time 8 hour. Yields the product BrC=1C=C(C=CC1)NC1=NC=NC2=CC=C(C=C12)NC(C=CCN(C)CC(=O)OCC)=O (4-[(3-Bromophenyl)amino]-6-[(4-{N-[(ethoxycarbonyl)methyl]-N-methylamino}-1-oxo-2-buten-1-yl)-amino]-quinazoline). Reaction SMILES: CCN(C(C)C)C(C)C.Cl.[CH2:11]([O:13][C:14](=[O:18])[CH2:15][NH:16][CH3:17])[CH3:12].[Br:19][C:20]1[CH:21]=[C:22]([NH:26][C:27]2[C:36]3[C:31](=[CH:32][CH:33]=[C:34]([NH:37][C:38](=[O:43])[CH:39]=[CH:40][CH2:41]Br)[CH:35]=3)[N:30]=[CH:29][N:28]=2)[CH:23]=[CH:24][CH:25]=1.C(=O)([O-])O.[Na+]>O1CCCC1.CN(C)C=O.C(OCC)(=O)C>[Br:19][C:20]1[CH:21]=[C:22]([NH:26][C:27]2[C:36]3[C:31](=[CH:32][CH:33]=[C:34]([NH:37][C:38](=[O:43])[CH:39]=[CH:40][CH2:41][N:16]([CH2:15][C:14]([O:13][CH2:11][CH3:12])=[O:18])[CH3:17])[CH:35]=3)[N:30]=[CH:29][N:28]=2)[CH:23]=[CH:24][CH:25]=1 |f:1.2,4.5|. Procedure: 13.94 ml of Hünig base are pipetted into a suspension of 9.37 g of sarcosine ethylester hydrochloride in 25 ml of tetrahydrofuran while cooling with an ice bath. Then a solution of 2.00 g of 4-[(3-bromophenyl)amino]-6-[(4-bromo-1-oxo-2-buten-1-yl)amino]-quinazoline in 10 ml of dimethylformamide is added dropwise within 15 minutes. The reaction mixture is allowed to come up to ambient temperature overnight in an ice bath. For working up, 25 ml of saturated sodium hydrogen carbonate solution and 5... Reactants: O=C1CCC(=O)N1Br, O=C(OOC(=O)c1ccccc1)c1ccccc1, ClC(Cl)(Cl)Cl, CCc1ccc(-c2nc3ccccc3o2)cc1. Product: CC(Br)c1ccc(-c2nc3ccccc3o2)cc1. As a reaction SMILES: [Br:18][N:19]1[C:20](=[O:21])[CH2:22][CH2:23][C:24]1=[O:25].[C:26]([O:27][O:28][C:29](=[O:30])[c:31]1[cH:32][cH:33][cH:34][cH:35][cH:36]1)(=[O:37])[c:38]1[cH:39][cH:40][cH:41][cH:42][cH:43]1.[C:44]([Cl:45])([Cl:46])([Cl:47])[Cl:48].[CH2:1]([CH3:2])[c:3]1[cH:4][cH:5][c:6](-[c:9]2[o:10][c:11]3[c:12]([n:13]2)[cH:14][cH:15][cH:16][cH:17]3)[cH:7][cH:8]1>>[CH:1]([CH3:2])([c:3]1[cH:4][cH:5][c:6](-[c:9]2[o:10][c:11]3[c:12]([n:13]2)[cH:14][cH:15][cH:16][cH:17]3)[cH:7][cH:8]1)[Br:18]. Starting materials: S(=O)(Cl)Cl (Thionyl chloride), OC1=C(N=NC2=CC=C(C=C12)C1=CC=CC=C1)C(=O)OCC (ethyl 4-hydroxy-6-phenylcinnolin-3-yl carboxylate). Procedure details: Thionyl chloride (15 ml.) and dimethylformamide (1 drop) were added to ethyl 4-hydroxy-6-phenylcinnolin-3-yl carboxylate (0.30 g.). The mixture was gradually heated to boiling point and then heated under reflux until the evolution of gases ceased. The solution was evaporated under reduced pressure. The residue was dissolved in dry toluene (20 ml.) and the solution evaporated; this operation was then repeated. The residue was dissolved in a mixture of dimethylformamide (5 ml.) and ethyl acetate (... Reaction SMILES: S(Cl)(Cl)=O.O[C:6]1[C:15]2[C:10](=[CH:11][CH:12]=[C:13]([C:16]3[CH:21]=[CH:20][CH:19]=[CH:18][CH:17]=3)[CH:14]=2)[N:9]=[N:8][C:7]=1[C:22]([O:24][CH2:25][CH3:26])=[O:23]>CN(C)C=O>[C:16]1([C:13]2[CH:14]=[C:15]3[C:10](=[CH:11][CH:12]=2)[N:9]=[N:8][C:7]([C:22]([O:24][CH2:25][CH3:26])=[O:23])=[CH:6]3)[CH:17]=[CH:18][CH:19]=[CH:20][CH:21]=1. Yields the product C1(=CC=CC=C1)C=1C=C2C=C(N=NC2=CC1)C(=O)OCC (ethyl 6-phenylcinnolin-3-yl carboxylate). Reagents/catalysts: CN(C=O)C (dimethylformamide). The reactants are CCn1ncc2c(Cl)c3cc(OC)ccc3nc21, CS(C)=O, NCC1CCC(O)CC1. The product is CCn1ncc2c(NCC3CCC(O)CC3)c3cc(OC)ccc3nc21. As a reaction SMILES: [CH2:1]([CH3:2])[n:3]1[n:4][cH:5][c:6]2[c:7]1[n:8][c:9]1[cH:10][cH:11][c:12]([O:17][CH3:18])[cH:13][c:14]1[c:15]2[Cl:16].[CH3:28][S:29]([CH3:30])=[O:31].[OH:19][CH:20]1[CH2:21][CH2:22][CH:23]([CH2:26][NH2:27])[CH2:24][CH2:25]1>>[CH2:1]([CH3:2])[n:3]1[n:4][cH:5][c:6]2[c:7]1[n:8][c:9]1[cH:10][cH:11][c:12]([O:17][CH3:18])[cH:13][c:14]1[c:15]2[NH:27][CH2:26][CH:23]1[CH2:22][CH2:21][CH:20]([OH:19])[CH2:25][CH2:24]1. Starting materials: N#CCBr, CC(C)(C)OC(=O)Nc1cc(O)c(I)cc1[N+](=O)[O-]. Yields the product CC(C)(C)OC(=O)Nc1cc(OCC#N)c(I)cc1[N+](=O)[O-]. RXN SMILES: [Br:20][CH2:21][C:22]#[N:23].[C:1]([CH3:2])([CH3:3])([CH3:4])[O:5][C:6]([NH:7][c:8]1[c:9]([N+:16](=[O:17])[O-:18])[cH:10][c:11]([I:15])[c:12]([OH:14])[cH:13]1)=[O:19]>>[C:1]([CH3:2])([CH3:3])([CH3:4])[O:5][C:6]([NH:7][c:8]1[c:9]([N+:16](=[O:17])[O-:18])[cH:10][c:11]([I:15])[c:12]([O:14][CH2:21][C:22]#[N:23])[cH:13]1)=[O:19].